From a dataset of the Open Reaction Database (ORD), a public repository of structured organic reaction records. describe an organic reaction: reactants, conditions, products, and yield The reactants are COC(=O)C(CC1CCCCC1)N1CC(Oc2cccc(C(F)(F)F)c2)=CC1=O, [Li+], C1CCOC1, [OH-], O. Yields the product O=C(O)C(CC1CCCCC1)N1CC(Oc2cccc(C(F)(F)F)c2)=CC1=O. RXN SMILES: [CH3:1][O:2][C:3]([CH:4]([CH2:5][CH:6]1[CH2:7][CH2:8][CH2:9][CH2:10][CH2:11]1)[N:12]1[C:13](=[O:28])[CH:14]=[C:15]([O:17][c:18]2[cH:19][c:20]([C:24]([F:25])([F:26])[F:27])[cH:21][cH:22][cH:23]2)[CH2:16]1)=[O:29].[Li+:30].[O:33]1[CH2:34][CH2:35][CH2:36][CH2:37]1.[OH-:31].[OH2:32]>>[O:2]=[C:3]([CH:4]([CH2:5][CH:6]1[CH2:7][CH2:8][CH2:9][CH2:10][CH2:11]1)[N:12]1[C:13](=[O:28])[CH:14]=[C:15]([O:17][c:18]2[cH:19][c:20]([C:24]([F:25])([F:26])[F:27])[cH:21][cH:22][cH:23]2)[CH2:16]1)[OH:29]. Reactants: water ice, FC1=CC=C(C(=O)Cl)C=C1 (4-fluorobenzoylchloride), C(C1=CC=CC=C1)(=S)N (thiobenzamide), N1=CC=CC=C1 (pyridine). Solvent: CC(=O)C (acetone), CC(=O)C (acetone). Yields the product FC1=CC=C(C(=O)NC(C2=CC=CC=C2)=S)C=C1 (N-(4-Fluorobenzoyl)thiobenzamide). Yield: 22.7%. RXN SMILES: [F:1][C:2]1[CH:10]=[CH:9][C:5]([C:6](Cl)=[O:7])=[CH:4][CH:3]=1.[C:11]([NH2:19])(=[S:18])[C:12]1[CH:17]=[CH:16][CH:15]=[CH:14][CH:13]=1.N1C=CC=CC=1>CC(C)=O>[F:1][C:2]1[CH:10]=[CH:9][C:5]([C:6]([NH:19][C:11](=[S:18])[C:12]2[CH:17]=[CH:16][CH:15]=[CH:14][CH:13]=2)=[O:7])=[CH:4][CH:3]=1. Procedure details: To a solution of 4-fluorobenzoylchloride (1.3 g, 8.5 mmol) in acetone (7.0 ml) was added a solution of thiobenzamide (1.16 g, 8.5 mmol) and pyridine (0.66 g, 8.5 mmol) in acetone (7.0 ml). The mixture was refluxed for 6 h. and cooled to room temperature. The reaction mixture was poured into water/ice and extracted with chloroform. Flash chromatography on silica gel afforded 0.5 g of the title compound as a red solid. Starting materials: C(C)OC(C(=O)N(C1=C2CCCNC2=CC=C1[N+](=O)[O-])C)=O ([Methyl(1,2,3,4-tetrahydro-6-nitro-5-quinolinyl)-amino]oxo-acetic acid ethyl ester). The reagents and catalysts are [Pd] (Pd/C). Solvent: C(C)(=O)O (acetic acid). Conditions: time 15.5 hour. The product is CN1C(C(NC=2C=CC3=C(C12)CCCN3)=O)=O (1,4,7,8,9,10-Hexahydro-1-methyl-pyrido-[3,2-f]-quinoxaline-2,3-dione). Isolated yield 66.4%. RXN SMILES: C([O:3][C:4](=O)[C:5]([N:7]([CH3:21])[C:8]1[C:17]([N+:18]([O-])=O)=[CH:16][CH:15]=[C:14]2[C:9]=1[CH2:10][CH2:11][CH2:12][NH:13]2)=[O:6])C>C(O)(=O)C.[Pd]>[CH3:21][N:7]1[C:8]2[C:9]3[CH2:10][CH2:11][CH2:12][NH:13][C:14]=3[CH:15]=[CH:16][C:17]=2[NH:18][C:4](=[O:3])[C:5]1=[O:6]. Procedure: A solution of the product from Example 94 (1.1 g) in 100 mL of acetic acid was treated with 20% Pd/C (0.3 g) and shaken on a Parr apparatus under a hydrogen atmosphere (50 psi) for 15.5 hours. After removing the catalyst by filtration through a celite pad, the filtrate was evaporated and the yellow solide was washed with diethyl ether and dried to give the title compound (0.55 g, 69% yield) mp>285° C. Starting materials: C(=O)(O)[O-].[Na+] (NaHCO3), ClC1=NC=C(C(=O)NC2=C(C=CC(=C2)C(=O)N2CC3C(C3C2)C2=CC=C(C=C2)OC)C)C=C1 (6-chloro-N-(5-(6-(4-methoxyphenyl)-3-azabicyclo[3.1.0]hexane-3-carbonyl)-2-methylphenyl)nicotinamide), ClC1=NC=C(C(=O)NC2=C(C=CC(=C2)C(=O)N2CC3C(C3C2)C2=CC=C(C=C2)OC)C)C=C1 (6-chloro-N-(5-(6-(4-methoxyphenyl)-3-azabicyclo[3.1.0]hexane-3-carbonyl)-2-methylphenyl)nicotinamide), C(C)(C)N (isopropylamine). Run in CS(=O)C (DMSO). Run at temperature 120 celsius. Yields the product C(C)(C)NC1=NC=C(C(=O)NC2=C(C=CC(=C2)C(=O)N2CC3C(C3C2)C2=CC=C(C=C2)OC)C)C=C1 (6-(Isopropylamino)-N-(5-(6-(4-methoxyphenyl)-3-azabicyclo[3.1.0]hexane-3-carbonyl)-2-methylphenyl)nicotinamide). Yield: 36.0%. RXN SMILES: Cl[C:2]1[CH:33]=[CH:32][C:5]([C:6]([NH:8][C:9]2[CH:14]=[C:13]([C:15]([N:17]3[CH2:22][CH:21]4[CH:19]([CH:20]4[C:23]4[CH:28]=[CH:27][C:26]([O:29][CH3:30])=[CH:25][CH:24]=4)[CH2:18]3)=[O:16])[CH:12]=[CH:11][C:10]=2[CH3:31])=[O:7])=[CH:4][N:3]=1.[CH:34]([NH2:37])([CH3:36])[CH3:35].C([O-])(O)=O.[Na+]>CS(C)=O>[CH:34]([NH:37][C:2]1[CH:33]=[CH:32][C:5]([C:6]([NH:8][C:9]2[CH:14]=[C:13]([C:15]([N:17]3[CH2:18][CH:19]4[CH:21]([CH:20]4[C:23]4[CH:28]=[CH:27][C:26]([O:29][CH3:30])=[CH:25][CH:24]=4)[CH2:22]3)=[O:16])[CH:12]=[CH:11][C:10]=2[CH3:31])=[O:7])=[CH:4][N:3]=1)([CH3:36])[CH3:35] |f:2.3|. Procedure: A mixture of 6-chloro-N-(5-(6-(4-methoxyphenyl)-3-azabicyclo[3.1.0]hexane-3-carbonyl)-2-methylphenyl)nicotinamide (compound 118.11, 0.107 g, 0.23 mmol) and isopropylamine (1.5 mL) in DMSO (1.5 mL) was heated at 120° C. in a sealed pressure tube overnight. After cooling to room temperature, the reaction mixture was poured into saturated aqueous NaHCO3 and extracted with EtOAc (3×). The combined organic extract was dried over MgSO4, filtered and concentrated. The residue was triturated with hexane... Starting materials: acid chloride, C(=C)C1=CC=C(C(=O)O)C=C1 (4-vinylbenzoic acid), C1(C=2N(CC1)C=CC2)C(=O)OC (methyl 1,2-dihydro-3H-pyrrolo[1,2-a]pyrrole-1-carboxylate). The solvent is C=1(C(=CC=CC1)C)C (xylene). The product is C(=C)C1=CC=C(C(=O)C2=CC=C3N2CCC3C(=O)O)C=C1 (5-(4-vinylbenzoyl)-1,2-dihydro-3H-pyrrolo[1,2,a]pyrrole-1-carboxylic acid). Yield: 36.0%. As a reaction SMILES: [CH:1]1([C:9]([O:11]C)=[O:10])[CH2:5][CH2:4][N:3]2[CH:6]=[CH:7][CH:8]=[C:2]12.[CH:13]([C:15]1[CH:23]=[CH:22][C:18]([C:19](O)=[O:20])=[CH:17][CH:16]=1)=[CH2:14]>C1(C)C(C)=CC=CC=1>[CH:13]([C:15]1[CH:23]=[CH:22][C:18]([C:19]([C:6]2[N:3]3[CH2:4][CH2:5][CH:1]([C:9]([OH:11])=[O:10])[C:2]3=[CH:8][CH:7]=2)=[O:20])=[CH:17][CH:16]=1)=[CH2:14]. Procedure details: A solution of methyl 1,2-dihydro-3H-pyrrolo[1,2-a]pyrrole-1-carboxylate (Formula B where Y is hydrogen) the synthesis of which is described in Preparations 1 and 2 hereinabove, (3.0 g, 18 mmol) and the acid chloride of 4-vinylbenzoic acid [J. Chem. Education, 55, 813 (1978)] (10.0 g, 60 mmol) in anhydrous xylene (100 ml) was heated at reflux temperature for 6 hours. The solvent was removed in vacuo and the residue was purified by column chromatography on Act II neutral alumina (Fluka, 200 g). Th... The reactants are BrC1=CC=C(CC(C(=O)OC)C(=O)OC)C=C1 (dimethyl 2-(4-bromobenzyl)malonate), BrCC1=CC=C(C=C1)C(OCC)OCC (1-(bromomethyl)-4-(diethoxymethyl)benzene), [H-].[Na+] (NaH). Solvent: CN(C)C=O (DMF). Conditions: temperature 60 celsius, time 2 hour. Yields the product BrC1=CC=C(CC(C(=O)OC)(C(=O)OC)CC2=CC=C(C=C2)C(OCC)OCC)C=C1 (Dimethyl 2-(4-bromobenzyl)-2-[4-(diethoxymethyl)benzyl]malonate). As a reaction SMILES: [Br:1][C:2]1[CH:17]=[CH:16][C:5]([CH2:6][CH:7]([C:12]([O:14][CH3:15])=[O:13])[C:8]([O:10][CH3:11])=[O:9])=[CH:4][CH:3]=1.Br[CH2:19][C:20]1[CH:25]=[CH:24][C:23]([CH:26]([O:30][CH2:31][CH3:32])[O:27][CH2:28][CH3:29])=[CH:22][CH:21]=1.[H-].[Na+]>CN(C=O)C>[Br:1][C:2]1[CH:3]=[CH:4][C:5]([CH2:6][C:7]([CH2:19][C:20]2[CH:21]=[CH:22][C:23]([CH:26]([O:27][CH2:28][CH3:29])[O:30][CH2:31][CH3:32])=[CH:24][CH:25]=2)([C:8]([O:10][CH3:11])=[O:9])[C:12]([O:14][CH3:15])=[O:13])=[CH:16][CH:17]=1 |f:2.3|. Procedure details: A solution of dimethyl 2-(4-bromobenzyl)malonate (4.2 g), 1-(bromomethyl)-4-(diethoxymethyl)benzene (4 g) in DMF (50 mL) was treated with NaH (0.8 g, 60% in mineral oil). The mixture was stirred for 2 h at 60° C., and then quenched with 100 mL of 50% saturated NH4Cl. The product was extracted with 200 mL of 2:1 hexane/EtOAc. The extract was dried over Na2SO4 and concentrated, and dried under vacuum to give the title compound which was used without further purification. Reactants: C(C)OC(=O)N1CCN(CC1)C(=O)C(CCC(=O)OC)NC(=O)C1=NC2=CC=CC=C2C(=C1)Cl (2-[1-(4-(ethoxycarbonyl)piperazin-1-yl)carbonyl-3-(methoxycarbonyl)propyl]aminocarbonyl-4-chloroquinoline), [Li+].[OH-] (LiOH). Run in C1CCOC1 (THF). Conditions: time 2 hour. Yields the product C(C)OC(=O)N1CCN(CC1)C(=O)C(CCC(=O)O)NC(=O)C1=NC2=CC=CC=C2C(=C1)Cl (2-[1-(4-(ethoxycarbonyl)piperazin-1-yl)carbonyl-3-carboxypropyl]aminocarbonyl-4-chloroquinoline). Yield: 111.9%. Reaction SMILES: [CH2:1]([O:3][C:4]([N:6]1[CH2:11][CH2:10][N:9]([C:12]([CH:14]([NH:21][C:22]([C:24]2[CH:33]=[C:32]([Cl:34])[C:31]3[C:26](=[CH:27][CH:28]=[CH:29][CH:30]=3)[N:25]=2)=[O:23])[CH2:15][CH2:16][C:17]([O:19]C)=[O:18])=[O:13])[CH2:8][CH2:7]1)=[O:5])[CH3:2].[Li+].[OH-]>C1COCC1>[CH2:1]([O:3][C:4]([N:6]1[CH2:7][CH2:8][N:9]([C:12]([CH:14]([NH:21][C:22]([C:24]2[CH:33]=[C:32]([Cl:34])[C:31]3[C:26](=[CH:27][CH:28]=[CH:29][CH:30]=3)[N:25]=2)=[O:23])[CH2:15][CH2:16][C:17]([OH:19])=[O:18])=[O:13])[CH2:10][CH2:11]1)=[O:5])[CH3:2] |f:1.2|. Procedure details: A solution of 4-ethoxycarbonyl-1-(1-amino-3-(methoxycarbonyl)propyl)carbonylpiperazine (0.97 g, 3.23 mmol), 2-carboxy-4-chloroquinoline (0.67 g, 3.23 mmol), EDCl (0.68 g, 3.55 mmol) and HOBT (0.48 g, 3.55 mmol) was combined in 30 mL of THF. The reaction mixture was stirred overnight at ambient temperature. The reaction was diluted with ethyl acetate and washed with water. The organic layer was concentrated to give a dark oil (0.87 g) that was purified by flash chromotography through silica gel w... Reactants: CON=C(C#N)C=1CN(CCC1)C (α-(Methoxyimino)-α-(1-methyl-1,2,5,6-tetrahydropyridin-3-yl)acetonitrile), ClC(=O)OC(C)Cl (α-Chloroethyl chloroformate). Solvent: ClCCl (dichloromethane). Run at temperature 0 celsius. The product is CON=C(C#N)C=1CNCCC1 (α-(Methoxyimino)-α-(1,2,5,6-tetrahydropyridin-3-yl)acetonitrile). Isolated yield 69.8%. As a reaction SMILES: [CH3:1][O:2][N:3]=[C:4]([C:7]1[CH2:8][N:9](C)[CH2:10][CH2:11][CH:12]=1)[C:5]#[N:6].ClC(OC(Cl)C)=O>ClCCl>[CH3:1][O:2][N:3]=[C:4]([C:7]1[CH2:8][NH:9][CH2:10][CH2:11][CH:12]=1)[C:5]#[N:6]. Reported procedure: α-(Methoxyimino)-α-(1-methyl-1,2,5,6-tetrahydropyridin-3-yl)acetonitrile (D7) (0. 047 g, 0.00026 moles) was dissolved in dry dichloromethane (1 ml) and cooled to 0° C. under a nitrogen atmosphere. α-Chloroethyl chloroformate (0.041 g, 0.00029 moles) was added with stirring and the mixture allowed to warm to room temperature. The mixture was stirred for a further 4 h and then evaporated to dryness. Methanol (5 ml) was added and the mixture was heated under reflux for 1 h. Evaporation of the solve... Reactants: 11, ClC1=CC2=C(N(C(N2)=O)CC2CN(CCC2)CC(COC2=CC=C(C=C2)CC(=O)OC)O)C=C1Cl (methyl 4-{3-[3-(5,6-dichloro-2,3-dihydro-2-oxo-1H-benzimidazol-1-ylmethyl)-1-piperidinyl]-2-hydroxypropoxy}benzeneacetate), N (ammonia). The solvent is CO (methanol). Conditions: temperature 110 celsius. Yields the product ClC1=CC2=C(N(C(N2)=O)CC2CN(CCC2)CC(COC2=CC=C(C=C2)CC(=O)N)O)C=C1Cl (4-{3-[3-(5,6-dichloro-2,3-dihydro-2-oxo-1H-benzimidazol-1-ylmethyl)-1-piperidinyl]-2-hydroxypropoxy}benzeneacetamide). Yield: 25.0%. As a reaction SMILES: [Cl:1][C:2]1[C:34]([Cl:35])=[CH:33][C:5]2[N:6]([CH2:10][CH:11]3[CH2:16][CH2:15][CH2:14][N:13]([CH2:17][CH:18]([OH:32])[CH2:19][O:20][C:21]4[CH:26]=[CH:25][C:24]([CH2:27][C:28]([O:30]C)=O)=[CH:23][CH:22]=4)[CH2:12]3)[C:7](=[O:9])[NH:8][C:4]=2[CH:3]=1.[NH3:36]>CO>[Cl:1][C:2]1[C:34]([Cl:35])=[CH:33][C:5]2[N:6]([CH2:10][CH:11]3[CH2:16][CH2:15][CH2:14][N:13]([CH2:17][CH:18]([OH:32])[CH2:19][O:20][C:21]4[CH:26]=[CH:25][C:24]([CH2:27][C:28]([NH2:36])=[O:30])=[CH:23][CH:22]=4)[CH2:12]3)[C:7](=[O:9])[NH:8][C:4]=2[CH:3]=1. Procedure: A mixture of 11 parts of methyl 4-{3-[3-(5,6-dichloro-2,3-dihydro-2-oxo-1H-benzimidazol-1-ylmethyl)-1-piperidinyl]-2-hydroxypropoxy}benzeneacetate and 800 parts of methanol saturated with ammonia is stirred and heated in an autoclave at 110° C. and at a pressure of 85.7 lbs/sq. inch. The reaction mixture is cooled and evaporated. The residue is stirred in 4-methyl-2-pentanone. The product is filtered off and purified by column-chromatography over silica gel using a mixture of trichloromethane an...